Dataset: the Open Reaction Database (ORD), a public repository of structured organic reaction records. Task: describe an organic reaction: reactants, conditions, products, and yield Reaction conditions: time 40 minute. RXN SMILES: [BH4-].[Na+].[Cl:3][C:4]1[CH:19]=[CH:18][C:7]2[C:8](=[O:17])[C:9]3[C:14]([CH2:15][S:16][C:6]=2[CH:5]=1)=[CH:13][CH:12]=[CH:11][N:10]=3.O>CO>[Cl:3][C:4]1[CH:19]=[CH:18][C:7]2[CH:8]([OH:17])[C:9]3[C:14]([CH2:15][S:16][C:6]=2[CH:5]=1)=[CH:13][CH:12]=[CH:11][N:10]=3 |f:0.1|. Reported procedure: Add sodium borohydride (2.60 g, 0.0688 mol) portionwise over 15 minutes to a stirred suspension of 8-chloro-5,11-dihydro[1]benzothiepino[4,3-b]pyridin-11-one (15.0 g, 0.0573 mol) in methanol (150 mL) at 25°-35° C. and under an atmosphere of nitrogen. Stir the mixture for 40 minutes at 25°-30° C. Concentrate the mixture in vacuo to provide a suspension, and then pour it into water (150 mL), and extract with CH2Cl2 (3×100 mL). Combine the extracts, wash with water (3×75 mL), dry over Na2SO4, filte... The yield is 64.2%. Run in CO (methanol). The product is ClC1=CC2=C(C(C3=NC=CC=C3CS2)O)C=C1 (8-CHLORO-5,11-DIHYDRO[1]BENZOTHIEPINO[4,3-b]PYRIDIN11-OL). The reactants are [BH4-].[Na+] (sodium borohydride), ClC1=CC2=C(C(C3=NC=CC=C3CS2)=O)C=C1 (8-chloro-5,11-dihydro[1]benzothiepino[4,3-b]pyridin-11-one), O (water). Starting materials: C=CC(C)=C (isoprene), C(C)(=O)OC=C (vinyl acetate), CO (methanol), (η6-benzene)ruthenium (II) dichloride, N-2-aminoethyl-p-toluenesulfonamide. Reagents/catalysts: [O-]S(=O)(=O)C(F)(F)F.[Ag+] (silver triflate). Run in O (water). Run at temperature 100 celsius, time 6 hour. Product: C(C)(=O)OC=CCC(C=C)C (4-methylhexa-1,5-dien-1-yl acetate), dienes. Isolated yield 6.0%. As a reaction SMILES: [CH2:1]=[CH:2][C:3](=[CH2:5])[CH3:4].[C:6]([O:9][CH:10]=[CH2:11])(=[O:8])[CH3:7].CO>[O-]S(C(F)(F)F)(=O)=O.[Ag+].O>[C:6]([O:9][CH:10]=[CH:11][CH2:4][CH:3]([CH3:5])[CH:2]=[CH2:1])(=[O:8])[CH3:7] |f:3.4|. Reported procedure: 4 mg (0.016 mmol) of (η6-benzene)ruthenium (II) dichloride, 15 mg (0.058 mmol) of silver triflate and 11.2 mg (0.052 mmol) of N-2-aminoethyl-p-toluenesulfonamide were placed in a sealed tube, which was then charged with 2 ml (20 mmol) of isoprene, 2 ml (22 mmol) of vinyl acetate and 2 ml of methanol. The mixture was heated with stirring at 100° C. for 6 hours in an argon atmosphere. The reaction mixture was poured into water and the organic layer was concentrated to obtain 0.17 g (yield: 6% base...